From a dataset of the Open Reaction Database (ORD), a public repository of structured organic reaction records. describe an organic reaction: reactants, conditions, products, and yield Starting materials: CO, CC1(C=Cc2ccco2)COC(=O)N1. Yields the product CC1(CCc2ccco2)COC(=O)N1. RXN SMILES: [CH3:15][OH:16].[CH3:1][C:2]1([CH:8]=[CH:9][c:10]2[o:11][cH:12][cH:13][cH:14]2)[NH:3][C:4](=[O:7])[O:5][CH2:6]1>>[CH3:1][C:2]1([CH2:8][CH2:9][c:10]2[o:11][cH:12][cH:13][cH:14]2)[NH:3][C:4](=[O:7])[O:5][CH2:6]1. The reactants are O=C=Nc1c(Cl)cccc1Cl, Cl, CN1CCCC1=N, [Na+], [OH-], O, c1ccccc1. Product: CN1CCCC1=NC(=O)Nc1c(Cl)cccc1Cl. RXN SMILES: [Cl:17][c:18]1[c:19]([N:25]=[C:26]=[O:27])[c:20]([Cl:24])[cH:21][cH:22][cH:23]1.[ClH:1].[NH:2]=[C:3]1[N:4]([CH3:8])[CH2:5][CH2:6][CH2:7]1.[Na+:16].[OH-:15].[OH2:28].[cH:9]1[cH:10][cH:11][cH:12][cH:13][cH:14]1>>[N:2](=[C:3]1[N:4]([CH3:8])[CH2:5][CH2:6][CH2:7]1)[C:26]([NH:25][c:19]1[c:18]([Cl:17])[cH:23][cH:22][cH:21][c:20]1[Cl:24])=[O:27]. Starting materials: ClC1=[N+](C=CC=C1F)[O-] (2-chloro-3-fluoropyridine N-oxide), N1CCNCC1 (piperazine). The solvent is C(CCC)O (n-butanol). The product is N1(CCNCC1)C1=[N+](C=CC=C1F)[O-] (2-(1-Piperazinyl)-3-fluoropyridine N-oxide). As a reaction SMILES: Cl[C:2]1[C:7]([F:8])=[CH:6][CH:5]=[CH:4][N+:3]=1[O-:9].[NH:10]1[CH2:15][CH2:14][NH:13][CH2:12][CH2:11]1>C(O)CCC>[N:10]1([C:2]2[C:7]([F:8])=[CH:6][CH:5]=[CH:4][N+:3]=2[O-:9])[CH2:15][CH2:14][NH:13][CH2:12][CH2:11]1. Reported procedure: A solution of 2-chloro-3-fluoropyridine N-oxide (400 mg, 3.0 mmol) and piperazine (1.3 g, 15 mmol) in n-butanol, 15 ml, is stirred at reflux for 20 hours. After concentrating under reduced pressure at 55°-60° C., the residue is chromatographed over silica gel and the crude N-oxide eluted with a 50% methanol-methylene chloride solvent mixture. The appropriate eluate is concentrated to an oily residue of the title compound. Reactants: N1C=CC2=CC=C(C=C12)C(=O)OC (methyl indole-6-carboxylate), N1=C(C=CC2=CC=CC=C12)COC=1C=C(CCl)C=CC1 (3-(quinolin-2-ylmethoxy)benzyl chloride), COC(=O)C1=CC=C2C(=CN(C2=C1)C)CC1=CC=C(C=C1)OCC1=NC2=CC=CC=C2C=C1 (1-Methyl-3-[4-(quinolin-2-ylmethoxy)benzyl]indole-6-carboxylic acid methyl ester). Yields the product COC(=O)C1=CC=C2C(=CNC2=C1)CC1=CC(=CC=C1)OCC1=NC2=CC=CC=C2C=C1 (3-[3-(Quinolin-2-ylmethoxy)benzyl]indole-6-carboxylic acid methyl ester). Reaction SMILES: [NH:1]1[C:9]2[C:4](=[CH:5][CH:6]=[C:7]([C:10]([O:12][CH3:13])=[O:11])[CH:8]=2)[CH:3]=[CH:2]1.[N:14]1[C:23]2[C:18](=[CH:19][CH:20]=[CH:21][CH:22]=2)[CH:17]=[CH:16][C:15]=1[CH2:24][O:25][C:26]1[CH:27]=[C:28]([CH:31]=[CH:32][CH:33]=1)[CH2:29]Cl.COC(C1C=C2C(C(CC3C=CC(OCC4C=CC5C(=CC=CC=5)N=4)=CC=3)=CN2C)=CC=1)=O>>[CH3:13][O:12][C:10]([C:7]1[CH:8]=[C:9]2[C:4]([C:3]([CH2:29][C:28]3[CH:31]=[CH:32][CH:33]=[C:26]([O:25][CH2:24][C:15]4[CH:16]=[CH:17][C:18]5[C:23](=[CH:22][CH:21]=[CH:20][CH:19]=5)[N:14]=4)[CH:27]=3)=[CH:2][NH:1]2)=[CH:5][CH:6]=1)=[O:11]. Procedure details: This compound was prepared from methyl indole-6-carboxylate and 3-(quinolin-2-ylmethoxy)benzyl chloride (Example 5a) by the method described in Example 10, part ii. Reactants: C(C(=O)Cl)(=O)Cl (Oxalyl chloride), CC1=NOC(=C1CCC(=O)O)C (β-(3,5-dimethyl-4-isoxazolyl)propionic acid), C(NN)(=O)OC(C)(C)C (tert-butyl carbazate). The reagents and catalysts are CN(C=O)C (N,N-dimethylformamide). The solvent is ClCCl (dichloromethane), ClCCl (dichloromethane), ClCCl (dichloromethane). Conditions: time 30 minute. The product is N (ammonia), CC1=NOC(=C1CCC(=O)NNC(=O)OC(C)(C)C)C (tert-Butyl 2-[3-(3,5-dimethylisoxazol-4-yl)propanoyl]hydrazinecarboxylate). RXN SMILES: C(Cl)(=O)C(Cl)=O.[CH3:7][C:8]1[C:12]([CH2:13][CH2:14][C:15]([OH:17])=O)=[C:11]([CH3:18])[O:10][N:9]=1.[C:19]([O:23][C:24]([CH3:27])([CH3:26])[CH3:25])(=[O:22])[NH:20][NH2:21]>ClCCl.CN(C)C=O>[NH3:9].[CH3:7][C:8]1[C:12]([CH2:13][CH2:14][C:15]([NH:21][NH:20][C:19]([O:23][C:24]([CH3:27])([CH3:26])[CH3:25])=[O:22])=[O:17])=[C:11]([CH3:18])[O:10][N:9]=1. Reported procedure: Oxalyl chloride (5.16 mL, 59.2 mmol) was added to a solution of β-(3,5-dimethyl-4-isoxazolyl)propionic acid (J. Org. Chem. 59(10); 1994; 2882) (2.5 g, 14.8 mmol) in dichloromethane (50 mL) and N,N-dimethylformamide (1 drop), and the solution was stirred at room temperature for 30 minutes. The mixture was concentrated under reduced pressure and the residue was azeotroped with dichloromethane (5×) to provide a brown liquid. This was dissolved in dichloromethane (25 mL), and tert-butyl carbazate (2... Starting materials: CCOC(=O)CC(=O)OCC, CCO, BrC1CCC1, [Na]. Product: CCOC(=O)C(C(=O)OCC)C1CCC1. RXN SMILES: [C:2]([CH2:3][C:4](=[O:5])[O:6][CH2:7][CH3:8])(=[O:9])[O:10][CH2:11][CH3:12].[CH3:18][CH2:19][OH:20].[CH:13]1([Br:17])[CH2:14][CH2:15][CH2:16]1.[Na:1]>>[C:2]([CH:3]([C:4](=[O:5])[O:6][CH2:7][CH3:8])[CH:13]1[CH2:14][CH2:15][CH2:16]1)(=[O:9])[O:10][CH2:11][CH3:12]. Starting materials: BrC=1C=CC2=C(C=C(CCN2C(=O)OC(C)(C)C)C(=O)OC)C1 (methyl 7-bromo-1-(t-butoxycarbonyl)-2,3-dihydro-1H-1-benzazepine-4-carboxylate), B(OC1=CC=C(C=C1)N1CCOCC1)([O-])[O-] (4-morpholinophenyl borate), C([O-])([O-])=O.[K+].[K+] (potassium carbonate), C(C)O (ethanol). The reagents and catalysts are C=1C=CC(=CC1)[P](C=2C=CC=CC2)(C=3C=CC=CC3)[Pd]([P](C=4C=CC=CC4)(C=5C=CC=CC5)C=6C=CC=CC6)([P](C=7C=CC=CC7)(C=8C=CC=CC8)C=9C=CC=CC9)[P](C=1C=CC=CC1)(C=1C=CC=CC1)C=1C=CC=CC1 (tetrakis(triphenylphosphine)palladium). Run in C1(=CC=CC=C1)C (toluene). Run at time 20 minute. Product: C(C)(C)(C)OC(=O)N1CCC(=CC2=C1C=CC(=C2)C2=CC=C(C=C2)N2CCOCC2)C(=O)OC (methyl 1-(t-butoxycarbonyl)-7-(4-morpholinophenyl)-2,3-dihydro-1H-1-benzazepine-4-carboxylate). Isolated yield 149.8%. Reaction SMILES: Br[C:2]1[CH:3]=[CH:4][C:5]2[N:11]([C:12]([O:14][C:15]([CH3:18])([CH3:17])[CH3:16])=[O:13])[CH2:10][CH2:9][C:8]([C:19]([O:21][CH3:22])=[O:20])=[CH:7][C:6]=2[CH:23]=1.B([O-])([O-])O[C:26]1[CH:31]=[CH:30][C:29]([N:32]2[CH2:37][CH2:36][O:35][CH2:34][CH2:33]2)=[CH:28][CH:27]=1.C(=O)([O-])[O-].[K+].[K+].C(O)C>C1C=CC([P]([Pd]([P](C2C=CC=CC=2)(C2C=CC=CC=2)C2C=CC=CC=2)([P](C2C=CC=CC=2)(C2C=CC=CC=2)C2C=CC=CC=2)[P](C2C=CC=CC=2)(C2C=CC=CC=2)C2C=CC=CC=2)(C2C=CC=CC=2)C2C=CC=CC=2)=CC=1.C1(C)C=CC=CC=1>[C:15]([O:14][C:12]([N:11]1[C:5]2[CH:4]=[CH:3][C:2]([C:26]3[CH:27]=[CH:28][C:29]([N:32]4[CH2:33][CH2:34][O:35][CH2:36][CH2:37]4)=[CH:30][CH:31]=3)=[CH:23][C:6]=2[CH:7]=[C:8]([C:19]([O:21][CH3:22])=[O:20])[CH2:9][CH2:10]1)=[O:13])([CH3:18])([CH3:17])[CH3:16] |f:2.3.4,^1:52,54,73,92|. Reported procedure: A mixture of methyl 7-bromo-1-(t-butoxycarbonyl)-2,3-dihydro-1H-1-benzazepine-4-carboxylate (2.0 g), 4-morpholinophenyl borate (1.2 g), and 1M potassium carbonate solution (15 ml), ethanol (15 ml) and toluene (100 ml) was stirred under argon atmosphere at room temperature for 20 minutes. To the mixture was added tetrakis(triphenylphosphine)palladium (0.24 g), and the mixture was refluxed under argon atmosphere for 12 hours and extracted with ethyl acetate. The organic layer was washed with water... Reactants: C(C)OC1=C(C=CC=C1)C1=NN2C(C(N1)=O)=C(N=C2CCC)CC (2-(2-ethoxy-phenyl)-5-ethyl-7-propyl-3H-imidazo[5,1-f][1,2,4]triazin-4-one), ClS(=O)(=O)O (chlorosulphonic acid), ice water. Product: C(C)OC1=C(C=C(C=C1)S(=O)(=O)Cl)C1=NN2C(C(N1)=O)=C(N=C2CCC)CC (4-Ethoxy-3-(5-ethyl-4-oxo-7-propyl-3,4-dihydroimidazo[5,1-f][1,2,4]triazin-2-yl)-benzene-sulphonyl chloride). As a reaction SMILES: [CH2:1]([O:3][C:4]1[CH:9]=[CH:8][CH:7]=[CH:6][C:5]=1[C:10]1[NH:15][C:14](=[O:16])[C:13]2=[C:17]([CH2:23][CH3:24])[N:18]=[C:19]([CH2:20][CH2:21][CH3:22])[N:12]2[N:11]=1)[CH3:2].[Cl:25][S:26](O)(=[O:28])=[O:27]>>[CH2:1]([O:3][C:4]1[CH:9]=[CH:8][C:7]([S:26]([Cl:25])(=[O:28])=[O:27])=[CH:6][C:5]=1[C:10]1[NH:15][C:14](=[O:16])[C:13]2=[C:17]([CH2:23][CH3:24])[N:18]=[C:19]([CH2:20][CH2:21][CH3:22])[N:12]2[N:11]=1)[CH3:2]. Procedure: At 0° C., 1.70 g (5.21 mmol) of 2-(2-ethoxy-phenyl)-5-ethyl-7-propyl-3H-imidazo[5,1-f][1,2,4]triazin-4-one are added slowly to 3.12 ml of chlorosulphonic acid. The reaction mixture is stirred at room temperature ovemight and then poured into ice-water and extracted with dichloromethane. This gives 2.10 g (94%) of a colourless foam. The reactants are N1CCCCC1 (Piperidine), resultant mixture, ClC=1C=C2C=CC(=CC2=CC1)S(=O)(=O)N([C@@H]1C(N(CC1)[C@H](C(=O)O)C)=O)CC(=O)OC ((2S)-2-{(3S)-3-[[(6-chloro-2-naphthyl)sulfonyl](2-methoxy-2-oxoethyl)amino]-2-oxopyrrolidin-1-yl}propanoic acid), Cl.CN(CCCN=C=NCC)C (1-[3-(dimethylamino)propyl]-3-ethylcarbodiimide hydrochloride), C=1C=CC2=C(C1)N=NN2O (HOBT). The solvent is C(Cl)Cl (DCM), C(C)N(CC)CC (triethylamine). Conditions: time 1 hour. Product: ClC=1C=C2C=CC(=CC2=CC1)S(=O)(=O)N(CC(=O)OC)[C@@H]1C(N(CC1)[C@H](C(N1CCCCC1)=O)C)=O (Methyl N-[(6-chloro-2-naphthyl)sulfonyl]-N-{(3S)-1-[(1S)-1-methyl-2-oxo-2-piperidin-1-ylethyl]-2-oxopyrrolidin-3-yl}glycinate). Isolated yield 46.5%. As a reaction SMILES: [Cl:1][C:2]1[CH:3]=[C:4]2[C:9](=[CH:10][CH:11]=1)[CH:8]=[C:7]([S:12]([N:15]([CH2:27][C:28]([O:30][CH3:31])=[O:29])[C@H:16]1[CH2:20][CH2:19][N:18]([C@@H:21]([CH3:25])[C:22]([OH:24])=O)[C:17]1=[O:26])(=[O:14])=[O:13])[CH:6]=[CH:5]2.Cl.CN(C)CCCN=C=NCC.[CH:44]1[CH:45]=[CH:46]C2N(O)N=[N:50][C:48]=2[CH:49]=1.N1CCCCC1>C(Cl)Cl.C(N(CC)CC)C>[Cl:1][C:2]1[CH:3]=[C:4]2[C:9](=[CH:10][CH:11]=1)[CH:8]=[C:7]([S:12]([N:15]([C@H:16]1[CH2:20][CH2:19][N:18]([C@@H:21]([CH3:25])[C:22](=[O:24])[N:50]3[CH2:46][CH2:45][CH2:44][CH2:49][CH2:48]3)[C:17]1=[O:26])[CH2:27][C:28]([O:30][CH3:31])=[O:29])(=[O:14])=[O:13])[CH:6]=[CH:5]2 |f:1.2|. Procedure details: To a solution of (2S)-2-{(3S)-3-[[(6-chloro-2-naphthyl)sulfonyl](2-methoxy-2-oxoethyl)amino]-2-oxopyrrolidin-1-yl}propanoic acid (0.032 g) in DCM (5 ml) were added 1-[3-(dimethylamino)propyl]-3-ethylcarbodiimide hydrochloride (0.02 g), HOBT (0.014 g) and triethylamine (0.034 ml) and the mixture was stirred at room temperature for 1 h. Piperidine (0.01 ml) was added and the resultant mixture stirred at room temperature for 72 h. The mixture was concentrated under reduced pressure and the residue ...